Dataset: the Open Reaction Database (ORD), a public repository of structured organic reaction records. Task: describe an organic reaction: reactants, conditions, products, and yield The reactants are CC1(CCCCOCc2ccccc2)CCCCC1=O, ClCCl, CC(=O)[O-], O=C(OO)c1cccc(Cl)c1, [Na+]. Product: CC1(CCCCOCc2ccccc2)CCCCC(=O)O1. As a reaction SMILES: [CH2:1]([c:2]1[cH:3][cH:4][cH:5][cH:6][cH:7]1)[O:8][CH2:9][CH2:10][CH2:11][CH2:12][C:13]1([CH3:20])[C:14](=[O:19])[CH2:15][CH2:16][CH2:17][CH2:18]1.[CH2:37]([Cl:38])[Cl:39].[CH3:22][C:23]([O-:24])=[O:25].[Cl:26][c:27]1[cH:28][c:29]([C:33]([O:34][OH:35])=[O:36])[cH:30][cH:31][cH:32]1.[Na+:21]>>[CH2:1]([c:2]1[cH:3][cH:4][cH:5][cH:6][cH:7]1)[O:8][CH2:9][CH2:10][CH2:11][CH2:12][C:13]1([CH3:20])[CH2:18][CH2:17][CH2:16][CH2:15][C:14](=[O:19])[O:24]1. Starting materials: C(C(C)(C)C)(=O)OC[C@@H](OC(C)(C)C)C=1C(=C2C=CC(=NC2=CC1C)C)Br ((S)-2-(5-bromo-2,7-dimethylquinolin-6-yl)-2-tert-butoxyethyl pivalate), Cl.O1CCC=2C=CN=C3C(=CC=C1C23)B(O)O (2,3-dihydropyrano[4,3,2-de]quinolin-7-ylboronic acid hydrochloride), C(=O)([O-])[O-].[K+].[K+] (K2CO3). Reagents/catalysts: C=1C=CC(=CC1)[P](C=2C=CC=CC2)(C=3C=CC=CC3)[Pd]([P](C=4C=CC=CC4)(C=5C=CC=CC5)C=6C=CC=CC6)([P](C=7C=CC=CC7)(C=8C=CC=CC8)C=9C=CC=CC9)[P](C=1C=CC=CC1)(C=1C=CC=CC1)C=1C=CC=CC1 (Pd(PPh3)4). The solvent is COCCOC (1,2-dimethoxyethane). Yields the product C(C(C)(C)C)(=O)OC[C@H](C=1C(=C2C=CC(=NC2=CC1C)C)C1=CC=C2C3=C(C=CN=C13)CCO2)OC(C)(C)C ((2S)-2-tert-butoxy-2-(5-(2,3-dihydropyrano[4,3,2-de]quinolin-7-yl)-2,7-dimethylquinolin-6-yl)ethyl pivalate). Isolated yield 20.5%. RXN SMILES: [C:1]([O:7][CH2:8][C@H:9]([C:15]1[C:16](Br)=[C:17]2[C:22](=[CH:23][C:24]=1[CH3:25])[N:21]=[C:20]([CH3:26])[CH:19]=[CH:18]2)[O:10][C:11]([CH3:14])([CH3:13])[CH3:12])(=[O:6])[C:2]([CH3:5])([CH3:4])[CH3:3].Cl.[O:29]1[C:40]2[C:41]3[C:36]([C:37](B(O)O)=[CH:38][CH:39]=2)=[N:35][CH:34]=[CH:33][C:32]=3[CH2:31][CH2:30]1.C([O-])([O-])=O.[K+].[K+]>COCCOC.C1C=CC([P]([Pd]([P](C2C=CC=CC=2)(C2C=CC=CC=2)C2C=CC=CC=2)([P](C2C=CC=CC=2)(C2C=CC=CC=2)C2C=CC=CC=2)[P](C2C=CC=CC=2)(C2C=CC=CC=2)C2C=CC=CC=2)(C2C=CC=CC=2)C2C=CC=CC=2)=CC=1>[C:1]([O:7][CH2:8][C@@H:9]([O:10][C:11]([CH3:14])([CH3:13])[CH3:12])[C:15]1[C:16]([C:37]2[C:36]3[C:41]4=[C:32]([CH2:31][CH2:30][O:29][C:40]4=[CH:39][CH:38]=2)[CH:33]=[CH:34][N:35]=3)=[C:17]2[C:22](=[CH:23][C:24]=1[CH3:25])[N:21]=[C:20]([CH3:26])[CH:19]=[CH:18]2)(=[O:6])[C:2]([CH3:5])([CH3:4])[CH3:3] |f:1.2,3.4.5,^1:60,62,81,100|. Procedure: Pd(PPh3)4 (4 mg, 0.0037 mmol) was added to a mixture (S)-2-(5-bromo-2,7-dimethylquinolin-6-yl)-2-tert-butoxyethyl pivalate (5E) (16 mg, 0.037 mmol), 2,3-dihydropyrano[4,3,2-de]quinolin-7-ylboronic acid hydrochloride (6A) (23 mg, 0.073 mmol) and K2CO3 (0.083 mL 2 M in water, 1.66 mmol) in 1,2-dimethoxyethane (2 mL). The reaction mixture was flushed with nitrogen, microwaved at 120° C. for 90 min and the volatile component was removed in vacuo. The residue was dissolved in ethyl acetate (50 mL), w... Reactants: C(C)(C)(C)OC(N(C)C1CN(CC1C1=CC(=C(C=C1)Cl)Cl)CC1=CC=CC=C1)=O ([(3RS,4SR)-1-benzyl-4-(3,4-dichloro-phenyl)-pyrrolidin-3-yl]-methyl-carbamic acid tert-butyl ester), ClC(=O)OCC(Cl)(Cl)Cl (2,2,2-trichloroethyl chloroformate). Solvent: CC#N (CH3CN). Reaction conditions: time 3 hour. Product: C(C)(C)(C)OC(N(C)[C@H]1CNC[C@@H]1C1=CC(=C(C=C1)Cl)Cl)=O ([(3R,4S)-4-(3,4-Dichloro-phenyl)-pyrrolidin-3-yl]-methyl-carbamic acid tert-butyl ester). The yield is 56.4%. Reaction SMILES: [C:1]([O:5][C:6](=[O:29])[N:7]([CH:9]1[CH:13]([C:14]2[CH:19]=[CH:18][C:17]([Cl:20])=[C:16]([Cl:21])[CH:15]=2)[CH2:12][N:11](CC2C=CC=CC=2)[CH2:10]1)[CH3:8])([CH3:4])([CH3:3])[CH3:2].ClC(OCC(Cl)(Cl)Cl)=O>CC#N>[C:1]([O:5][C:6](=[O:29])[N:7]([C@@H:9]1[C@@H:13]([C:14]2[CH:19]=[CH:18][C:17]([Cl:20])=[C:16]([Cl:21])[CH:15]=2)[CH2:12][NH:11][CH2:10]1)[CH3:8])([CH3:4])([CH3:2])[CH3:3]. Procedure details: To a stirred solution of [(3RS,4SR)-1-benzyl-4-(3,4-dichloro-phenyl)-pyrrolidin-3-yl]-methyl-carbamic acid tert-butyl ester (928 mg, 2.13 mmol) in CH3CN (10 ml) at RT, was added 2,2,2-trichloroethyl chloroformate (0.45 ml, 2.13 mmol). The reaction mixture was stirred at RT for 3 hours, concentrated under vacuo. The residue was dissolved in AcOH (5 ml) and zinc dust (400 mg) was added portion wise over 1 hours. The solvent was evaporated, the residue diluted in EtOAc and the organic phase was was... The product is OC(C1=CC=CC=C1)=N[C@H](C(=O)NCCCCCCCCCCCCCC)CO ((S)-2-(hydroxybenzylideneamino)-3-hydroxy-N-tetradecylpropanamide). The solvent is CO (methanol). Conditions: time 8 hour. RXN SMILES: Cl.[NH2:2][C@@H:3]([CH2:21][OH:22])[C:4]([NH:6][CH2:7][CH2:8][CH2:9][CH2:10][CH2:11][CH2:12][CH2:13][CH2:14][CH2:15][CH2:16][CH2:17][CH2:18][CH2:19][CH3:20])=[O:5].[OH-].[Na+].O[C:26]1[CH:33]=[CH:32][CH:31]=[CH:30][C:27]=1[CH:28]=[O:29]>CO>[OH:29][C:28](=[N:2][C@@H:3]([CH2:21][OH:22])[C:4]([NH:6][CH2:7][CH2:8][CH2:9][CH2:10][CH2:11][CH2:12][CH2:13][CH2:14][CH2:15][CH2:16][CH2:17][CH2:18][CH2:19][CH3:20])=[O:5])[C:27]1[CH:30]=[CH:31][CH:32]=[CH:33][CH:26]=1 |f:0.1,2.3|. Starting materials: hydroxy-substituted (S)-2-(benzylideneamino)-3-hydroxy-N-tetradecylpropanamide, Cl.N[C@H](C(=O)NCCCCCCCCCCCCCC)CO ((S)-2-amino-3-hydroxy-N-tetradecylpropanamide hydrochloride), [OH-].[Na+] (NaOH), OC1=C(C=O)C=CC=C1 (hydroxybenzaldehyde). Reported procedure: General procedure for synthesis of hydroxy-substituted (S)-2-(benzylideneamino)-3-hydroxy-N-tetradecylpropanamide (Compounds II-19, II-20, and II-21): A mixture of 0.40 g (1.00 mmol) of (S)-2-amino-3-hydroxy-N-tetradecylpropanamide hydrochloride, 0.04 g (1.00 mmol) of NaOH, 1.00 mmol of hydroxybenzaldehyde, and 40 mL of methanol was stirred at room temperature for eight hours. The solvent was then evaporated under reduced pressure, and the residue was washed with cooled methanol to yield (S)-2-(...